From a dataset of the Open Reaction Database (ORD), a public repository of structured organic reaction records. describe an organic reaction: reactants, conditions, products, and yield The reactants are C(C)OC(=O)C1COC2=C(C1)C(=CC=C2OC)[N+](=O)[O-] (8-methoxy-5-nitro-3,4-dihydro-2H-1-benzopyran-3-carboxylic acid ethyl ester). Run in C(C)O (ethanol), [OH-].[Na+] (NaOH). Product: COC1=CC=C(C=2CC(COC21)C(=O)O)[N+](=O)[O-] (8-Methoxy-5-nitro-3,4-dihydro-2H-1-benzopyran-3-carboxylic acid). Isolated yield 92.2%. As a reaction SMILES: C([O:3][C:4]([CH:6]1[CH2:11][C:10]2[C:12]([N+:18]([O-:20])=[O:19])=[CH:13][CH:14]=[C:15]([O:16][CH3:17])[C:9]=2[O:8][CH2:7]1)=[O:5])C>C(O)C.[OH-].[Na+]>[CH3:17][O:16][C:15]1[C:9]2[O:8][CH2:7][CH:6]([C:4]([OH:5])=[O:3])[CH2:11][C:10]=2[C:12]([N+:18]([O-:20])=[O:19])=[CH:13][CH:14]=1 |f:2.3|. Procedure: A mixture of 8-methoxy-5-nitro-3,4-dihydro-2H-1-benzopyran-3-carboxylic acid ethyl ester (5.8 g, 21 mmol) in ethanol (150 mL) and 2 M NaOH (15 mL) was heated to reflux for 30 min The solvent was evaporated in vacuo the residue dissolved in water. Acidification to pH 2 and extraction with ethyl acetate followed by evaporation of the solvent in vacuo gave 4.9 g (94% yield) of the title compound: mp 181-183° C.; EIMS (70 eV) m/z (relative intensity) 253 (55, M+). RXN SMILES: [CH2:32]1[O:33][CH2:34][CH2:35][CH2:36]1.[CH3:1][Si:2]([N-:3][Si:4]([CH3:5])([CH3:6])[CH3:7])([CH3:8])[CH3:9].[Li+:10].[O:11]1[CH:12]2[CH:13]([CH2:14][C:15]1=[O:16])[CH2:17][CH2:18][CH2:19]2.[cH:20]1[c:21]([CH2:30][Br:31])[cH:22][cH:23][c:24]2[cH:25][cH:26][cH:27][cH:28][c:29]12>>[O:11]1[CH:12]2[CH:13]([CH:14]([CH2:30][c:21]3[cH:20][c:29]4[c:24]([cH:23][cH:22]3)[cH:25][cH:26][cH:27][cH:28]4)[C:15]1=[O:16])[CH2:17][CH2:18][CH2:19]2. The product is O=C1OC2CCCC2C1Cc1ccc2ccccc2c1. Starting materials: C1CCOC1, C[Si](C)(C)[N-][Si](C)(C)C, [Li+], O=C1CC2CCCC2O1, BrCc1ccc2ccccc2c1.